Task: describe an organic reaction: reactants, conditions, products, and yield. Dataset: the Open Reaction Database (ORD), a public repository of structured organic reaction records The reactants are C(C#CCC)O (2-pentyn-1-ol), COCCO[AlH2-]OCCOC.[Na+] (Red-Al), solution, C(C)/C(=C/CN1CCOCC1)/C ((E)-N-(3-Ethyl-3-methyl-2-propenyl)-morpholine), II (iodine). The solvent is CCOCC (Et2O), C1CCOC1 (THF), C1(=CC=CC=C1)C (toluene), C1CCOC1 (THF). Product: CC(CO)C=CC (2-Methyl-3-penten-1-ol), IC(=CCO)CC (3-iodo-2-penten-1-ol). Reaction SMILES: [CH2:1](/C(/C)=C/CN1CCOCC1)C.[CH2:13]([OH:18])[C:14]#[C:15][CH2:16][CH3:17].COCCO[AlH2-]OCCOC.[Na+].[I:31]I>C1COCC1.C1(C)C=CC=CC=1.CCOCC>[CH3:1][CH:14]([CH:15]=[CH:16][CH3:17])[CH2:13][OH:18].[I:31][C:15]([CH2:16][CH3:17])=[CH:14][CH2:13][OH:18] |f:2.3|. Reported procedure: Preparation of (E)-N-(3-Ethyl-3-methyl-2-propenyl)-morpholine (17): 2-Methyl-3-penten-1-ol was prepared using a modification of the procedure outlined by Corey and coworkers (Corey et al. (1973)Tetrahedron Lett. 18:1611). To a solution of 2-pentyn-1-ol (2.5 mL, 27 mmol) in THF (100 mL) was added Red-Al (8.1 mL of a 3.5 M solution in toluene, 28 mmol). The resulting solution was warmed to reflux for 3.5 h and then cooled to −78° C., before a solution of iodine (20.5 g, 81.0 mmol) in THF (50 mL) w...